From a dataset of the Open Reaction Database (ORD), a public repository of structured organic reaction records. describe an organic reaction: reactants, conditions, products, and yield Starting materials: CCc1cc2c(=O)n(CC(=O)c3ccc(OC)cc3)c(=O)n(Cc3ccc(-c4ccccc4-c4noc(=O)[nH]4)cc3)c2s1, CCO, ClC(Cl)Cl, Cl, Cl, CC(C)ON, O, c1ccncc1. Product: CCc1cc2c(=O)n(CC(=NOC(C)C)c3ccc(OC)cc3)c(=O)n(Cc3ccc(-c4ccccc4-c4noc(=O)[nH]4)cc3)c2s1. As a reaction SMILES: [CH2:1]([CH3:2])[c:3]1[cH:4][c:5]2[c:6]([n:7]([CH2:24][c:25]3[cH:26][cH:27][c:28](-[c:31]4[c:32](-[c:37]5[n:38][o:39][c:40](=[O:42])[nH:41]5)[cH:33][cH:34][cH:35][cH:36]4)[cH:29][cH:30]3)[c:8](=[O:23])[n:9]([CH2:12][C:13](=[O:14])[c:15]3[cH:16][cH:17][c:18]([O:21][CH3:22])[cH:19][cH:20]3)[c:10]2=[O:11])[s:43]1.[CH3:62][CH2:63][OH:64].[CH:58]([Cl:59])([Cl:60])[Cl:61].[ClH:44].[ClH:56].[NH2:45][O:46][CH:47]([CH3:48])[CH3:49].[OH2:57].[cH:50]1[cH:51][cH:52][n:53][cH:54][cH:55]1>>[CH2:1]([CH3:2])[c:3]1[cH:4][c:5]2[c:6]([n:7]([CH2:24][c:25]3[cH:26][cH:27][c:28](-[c:31]4[c:32](-[c:37]5[n:38][o:39][c:40](=[O:42])[nH:41]5)[cH:33][cH:34][cH:35][cH:36]4)[cH:29][cH:30]3)[c:8](=[O:23])[n:9]([CH2:12][C:13]([c:15]3[cH:16][cH:17][c:18]([O:21][CH3:22])[cH:19][cH:20]3)=[N:45][O:46][CH:47]([CH3:48])[CH3:49])[c:10]2=[O:11])[s:43]1. Starting materials: C1(=CC(=CC=C1)N=C=O)C (m-tolyl isocyanate), C(C)(C)(C)NC(CN1C(C(CC(C2=C1C=CC=C2)C2=CC=CC=C2)N)=O)=O (N-tert-butyl-2-[3-amino-2-oxo-5-phenyl-2,3,4,5-tetrahydro-1H-(1)benzazepin-1-yl]ethanoic acid amide). Run in C(Cl)Cl (methylene chloride), C(Cl)Cl (methylene chloride). Run at time 15 minute. The product is C(C)(C)(C)NC(CN1C(C(CC(C2=C1C=CC=C2)C2=CC=CC=C2)NC(=O)NC=2C=C(C=CC2)C)=O)=O (N-tert-butyl-2-[3-(3-(3-tolyl)ureido)-2-oxo-5-phenyl-2,3,4,5-tetrahydro-1H-(1)benzazepin-1-yl]ethanoic acid amide). Yield: 88.0%. RXN SMILES: [C:1]([NH:5][C:6](=[O:27])[CH2:7][N:8]1[C:14]2[CH:15]=[CH:16][CH:17]=[CH:18][C:13]=2[CH:12]([C:19]2[CH:24]=[CH:23][CH:22]=[CH:21][CH:20]=2)[CH2:11][CH:10]([NH2:25])[C:9]1=[O:26])([CH3:4])([CH3:3])[CH3:2].[C:28]1([CH3:37])[CH:33]=[CH:32][CH:31]=[C:30]([N:34]=[C:35]=[O:36])[CH:29]=1>C(Cl)Cl>[C:1]([NH:5][C:6](=[O:27])[CH2:7][N:8]1[C:14]2[CH:15]=[CH:16][CH:17]=[CH:18][C:13]=2[CH:12]([C:19]2[CH:24]=[CH:23][CH:22]=[CH:21][CH:20]=2)[CH2:11][CH:10]([NH:25][C:35]([NH:34][C:30]2[CH:29]=[C:28]([CH3:37])[CH:33]=[CH:32][CH:31]=2)=[O:36])[C:9]1=[O:26])([CH3:4])([CH3:2])[CH3:3]. Reported procedure: To a 25 ml round-bottomed flask equipped with N2 inlet were added N-tert-butyl-2-[3-amino-2-oxo-5-phenyl-2,3,4,5-tetrahydro-1H-(1)benzazepin-1-yl]ethanoic acid amide (0.50 g, 1.368 mmoles) and 10 ml methylene chloride under nitrogen, and the reaction cooled in an ice bath. A solution of m-tolyl isocyanate (0.194 ml, 1.5 mmol) in 5 ml methylene chloride was then added dropwise. A solid formed immediately. Stirring was continued for 15 minutes and then the ice bath removed, allowing the reaction t... Yield: 87.4%. Procedure details: This example describes the preparation of I where n=2 and R1=p-methoxyphenyl. In a nitrogen-filled glove box, a Fisher-Porter tube was charged with iridium catalyst prepared as in Example 1 (10 mg, 0.012 mmol) and 3-(p-methoxybenzylidene)-2-piperidone (250 mg, 1.2 mmol). Methanol (3 mL) and dichloromethane (3 mL) were added and the system was flushed 4 times with hydrogen and pressured to 60 psi (0.5 MPa) H2. After 18 h the reaction mixture was filtered through a short pad of silica. The solvent... The reagents and catalysts are [Ir] (iridium). Run in ClCCl (dichloromethane). RXN SMILES: [CH3:1][O:2][C:3]1[CH:16]=[CH:15][C:6]([CH:7]=[C:8]2[CH2:13][CH2:12][CH2:11][NH:10][C:9]2=[O:14])=[CH:5][CH:4]=1.CO>[Ir].ClCCl>[CH3:1][O:2][C:3]1[CH:4]=[CH:5][C:6]([CH2:7][CH:8]2[CH2:13][CH2:12][CH2:11][NH:10][C:9]2=[O:14])=[CH:15][CH:16]=1. Reactants: Example 1, COC1=CC=C(C=C2C(NCCC2)=O)C=C1 (3-(p-methoxybenzylidene)-2-piperidone), CO (Methanol). Product: COC1=CC=C(CC2C(NCCC2)=O)C=C1 (3-p-methoxybenzyl-2-piperidone). Reactants: COC=1C=C2C(=CC=NC2=CC1OC)OC1=C(C(=C(N)C=C1)C)C (4-[(6,7-Dimethoxy-4-quinolyl)oxy]-2,3-dimethylaniline), ClC(Cl)(OC(OC(Cl)(Cl)Cl)=O)Cl (triphosgene), C([O-])(O)=O.[Na+] (sodium bicarbonate), O1CCN(CC1)CCO (2-morpholino-1-ethanol). Solvent: C(C)N(CC)CC (triethylamine), C1(=CC=CC=C1)C (toluene), C(Cl)Cl (methylene chloride). Product: COC=1C=C2C(=CC=NC2=CC1OC)OC1=C(C(=C(C=C1)NC(OCCN1CCOCC1)=O)C)C (2-Morpholinoethyl N-{4-[(6,7-dimethoxy-4-quinolyl)oxy]-2,3-dimethylphenyl}carbamate). The yield is 99.7%. RXN SMILES: [CH3:1][O:2][C:3]1[CH:4]=[C:5]2[C:10](=[CH:11][C:12]=1[O:13][CH3:14])[N:9]=[CH:8][CH:7]=[C:6]2[O:15][C:16]1[CH:22]=[CH:21][C:19]([NH2:20])=[C:18]([CH3:23])[C:17]=1[CH3:24].ClC(Cl)(O[C:29](=[O:35])[O:30][C:31](Cl)(Cl)Cl)Cl.[O:37]1[CH2:42][CH2:41][N:40]([CH2:43]CO)[CH2:39][CH2:38]1.C(=O)(O)[O-].[Na+]>C(Cl)Cl.C(N(CC)CC)C.C1(C)C=CC=CC=1>[CH3:1][O:2][C:3]1[CH:4]=[C:5]2[C:10](=[CH:11][C:12]=1[O:13][CH3:14])[N:9]=[CH:8][CH:7]=[C:6]2[O:15][C:16]1[CH:22]=[CH:21][C:19]([NH:20][C:29](=[O:35])[O:30][CH2:31][CH2:43][N:40]2[CH2:41][CH2:42][O:37][CH2:38][CH2:39]2)=[C:18]([CH3:23])[C:17]=1[CH3:24] |f:3.4|. Reported procedure: 4-[(6,7-Dimethoxy-4-quinolyl)oxy]-2,3-dimethylaniline (50 mg) was added to toluene (5 ml), and triethylamine (0.5 ml), and the mixture was heated under reflux to prepare a solution. A solution of triphosgene (68 mg) in methylene chloride was then added thereto, and the mixture was heated under reflux for 10 min. Next, 2-morpholino-1-ethanol (30 mg) was added thereto, and the mixture was further stirred with heating under reflux for 3 hr. A saturated aqueous sodium bicarbonate solution was added ...